Task: describe an organic reaction: reactants, conditions, products, and yield. Dataset: the Open Reaction Database (ORD), a public repository of structured organic reaction records RXN SMILES: [C:1]1([C:7]2[S:8][CH:9]=[CH:10][CH:11]=2)[CH:6]=[CH:5][CH:4]=[CH:3][CH:2]=1.[Cl:12][C:13]1[CH:18]=[CH:17][C:16]([S:19]Cl)=[CH:15][CH:14]=1>C(Cl)(Cl)(Cl)Cl.[Fe]>[Cl:12][C:13]1[CH:18]=[CH:17][C:16]([S:19][C:9]2[S:8][C:7]([C:1]3[CH:2]=[CH:3][CH:4]=[CH:5][CH:6]=3)=[CH:11][CH:10]=2)=[CH:15][CH:14]=1. Isolated yield 52.8%. The solvent is C(Cl)(Cl)(Cl)Cl (carbon tetrachloride). Reagents/catalysts: [Fe] (Iron). Run at time 7 day. Procedure details: A solution of 40 g (0.250 mole) of 2-phenylthiophene in 200 ml of carbon tetrachloride was treated at room temperature with 45 g (0.252 mole) of p-chlorobenzenesulfenyl chloride. Iron powder (0.1 g) was added and the reaction mixture was allowed to stand for seven days at room temperature. Filtration removed a small amount of insoluble material. Evaporation of the filtrate gave a residue of 79.8 g of crude product, m.p. 85°-87° C. Recrystallization of the residue from 400 ml of absolute ethanol ... The reactants are C1(=CC=CC=C1)C=1SC=CC1 (2-phenylthiophene), ClC1=CC=C(C=C1)SCl (p-chlorobenzenesulfenyl chloride). Product: ClC1=CC=C(C=C1)SC=1SC(=CC1)C1=CC=CC=C1 (2-(p-chlorophenylthio)-5-phenylthiophene).